From a dataset of the Open Reaction Database (ORD), a public repository of structured organic reaction records. describe an organic reaction: reactants, conditions, products, and yield Reactants: CS(C)=O, CC(C)(C)OC(=O)N1CCC(C=O)CC1, [Cl-], [Cl-], Cc1cccc(Cl)c1C[P+](c1ccccc1)(c1ccccc1)c1ccccc1, [H-], [NH4+], [Na+]. The product is Cc1cccc(Cl)c1C=CC1CCN(C(=O)OC(C)(C)C)CC1. Reaction SMILES: [CH3:49][S:50]([CH3:51])=[O:52].[CH:32](=[O:33])[CH:34]1[CH2:35][CH2:36][N:37]([C:40](=[O:41])[O:42][C:43]([CH3:44])([CH3:45])[CH3:46])[CH2:38][CH2:39]1.[Cl-:3].[Cl-:47].[Cl:4][c:5]1[c:6]([CH2:7][P+:8]([c:9]2[cH:10][cH:11][cH:12][cH:13][cH:14]2)([c:15]2[cH:16][cH:17][cH:18][cH:19][cH:20]2)[c:21]2[cH:22][cH:23][cH:24][cH:25][cH:26]2)[c:27]([CH3:31])[cH:28][cH:29][cH:30]1.[H-:1].[NH4+:48].[Na+:2]>>[Cl:4][c:5]1[c:6]([CH:7]=[CH:32][CH:34]2[CH2:35][CH2:36][N:37]([C:40](=[O:41])[O:42][C:43]([CH3:44])([CH3:45])[CH3:46])[CH2:38][CH2:39]2)[c:27]([CH3:31])[cH:28][cH:29][cH:30]1.